From a dataset of the Open Reaction Database (ORD), a public repository of structured organic reaction records. describe an organic reaction: reactants, conditions, products, and yield As a reaction SMILES: [Br:1][CH:2]1[CH2:3][CH2:4][CH:5]=[CH:6][CH2:7][CH2:8][CH2:9]1.[CH3:15][CH2:16][O:17][CH2:18][CH3:19].[CH:11]([CH3:12])=[O:13].[ClH:14].[Mg:10]>>[CH:2]1([C:11]([CH3:12])=[O:13])[CH2:3][CH2:4][CH:5]=[CH:6][CH2:7][CH2:8][CH2:9]1. The reactants are BrC1CCC=CCCC1, CCOCC, CC=O, Cl, [Mg]. The product is CC(=O)C1CCC=CCCC1. The reactants are C(C)(C)(C)OC(NC(C(=O)C1=CC=C(C=C1)O)C1=CC=C(C=C1)Cl)=O (rac-[1-(4-chloro-phenyl)-2-(4-hydroxy-phenyl)-2-oxo-ethyl]-carbamic acid tert-butyl ester), FCC(CF)O (1,3-difluoro-2-propanol). The product is C(C)(C)(C)OC(NC(C(=O)C1=CC=C(C=C1)OC(CF)CF)C1=CC=C(C=C1)Cl)=O (rac-[1-(4-Chloro-phenyl)-2-[4-(2-fluoro-1-fluoromethyl-ethoxy)-phenyl]-2-oxo-ethyl]-carbamic acid tert-butyl ester). As a reaction SMILES: [C:1]([O:5][C:6](=[O:25])[NH:7][CH:8]([C:18]1[CH:23]=[CH:22][C:21]([Cl:24])=[CH:20][CH:19]=1)[C:9]([C:11]1[CH:16]=[CH:15][C:14]([OH:17])=[CH:13][CH:12]=1)=[O:10])([CH3:4])([CH3:3])[CH3:2].[F:26][CH2:27][CH:28](O)[CH2:29][F:30]>>[C:1]([O:5][C:6](=[O:25])[NH:7][CH:8]([C:18]1[CH:19]=[CH:20][C:21]([Cl:24])=[CH:22][CH:23]=1)[C:9]([C:11]1[CH:16]=[CH:15][C:14]([O:17][CH:28]([CH2:29][F:30])[CH2:27][F:26])=[CH:13][CH:12]=1)=[O:10])([CH3:4])([CH3:2])[CH3:3]. Reported procedure: The title compound was prepared from rac-[1-(4-chloro-phenyl)-2-(4-hydroxy-phenyl)-2-oxo-ethyl]-carbamic acid tert-butyl ester and 1,3-difluoro-2-propanol in analogy to Example 9c): MS (ISN): 438.1 (M−H)−. Starting materials: Cc1cccc2c1CC(C(=O)O)C2C, [Cl-], O=S(Cl)Cl. Product: Cc1cccc2c1CC(C(=O)O)C2C, [Cl-]. Reaction SMILES: [CH3:1][CH:2]1[CH:3]([C:12](=[O:13])[OH:14])[CH2:4][c:5]2[c:6]([CH3:11])[cH:7][cH:8][cH:9][c:10]21.[Cl-:15].[S:16]([Cl:17])([Cl:18])=[O:19]>>[CH3:1][CH:2]1[CH:3]([C:12](=[O:13])[OH:14])[CH2:4][c:5]2[c:6]([CH3:11])[cH:7][cH:8][cH:9][c:10]21.[Cl-:18]. The reactants are CO, [H][H], CCOC(=O)C=Cc1ccncc1. Yields the product CCOC(=O)CCc1ccncc1. Reaction SMILES: [CH3:16][OH:17].[H:14][H:15].[n:1]1[cH:2][cH:3][c:4]([CH:7]=[CH:8][C:9](=[O:10])[O:11][CH2:12][CH3:13])[cH:5][cH:6]1>>[n:1]1[cH:2][cH:3][c:4]([CH2:7][CH2:8][C:9](=[O:10])[O:11][CH2:12][CH3:13])[cH:5][cH:6]1.